This data is from the Open Reaction Database (ORD), a public repository of structured organic reaction records. The task is: describe an organic reaction: reactants, conditions, products, and yield The reactants are CC(C)(C)NC(=O)c1cccc(CN2CCN(C(=O)c3cnc(NC(=O)OC(C)(C)C)cn3)CC2)c1, ClCCl, O=C(O)C(F)(F)F. The product is CC(C)(C)NC(=O)c1cccc(CN2CCN(C(=O)c3cnc(N)cn3)CC2)c1. RXN SMILES: [C:1]([CH3:2])([CH3:3])([CH3:4])[NH:5][C:6](=[O:7])[c:8]1[cH:9][c:10]([CH2:11][N:12]2[CH2:13][CH2:14][N:15]([C:18](=[O:19])[c:20]3[n:21][cH:22][c:23]([NH:26][C:27](=[O:28])[O:29][C:30]([CH3:31])([CH3:32])[CH3:33])[n:24][cH:25]3)[CH2:16][CH2:17]2)[cH:34][cH:35][cH:36]1.[Cl:44][CH2:45][Cl:46].[OH:37][C:38]([C:39]([F:40])([F:41])[F:42])=[O:43]>>[C:1]([CH3:2])([CH3:3])([CH3:4])[NH:5][C:6](=[O:7])[c:8]1[cH:9][c:10]([CH2:11][N:12]2[CH2:13][CH2:14][N:15]([C:18](=[O:19])[c:20]3[n:21][cH:22][c:23]([NH2:26])[n:24][cH:25]3)[CH2:16][CH2:17]2)[cH:34][cH:35][cH:36]1. Reactants: CO, ClC(Cl)Cl, N, CCOC(=O)CN1CCC1=O, O. Yields the product NC(=O)CN1CCC1=O. Reaction SMILES: [CH3:18][OH:19].[CH:14]([Cl:15])([Cl:16])[Cl:17].[NH3:13].[O:1]=[C:2]1[N:3]([CH2:6][C:7]([O:9][CH2:8][CH3:10])=[O:11])[CH2:4][CH2:5]1.[OH2:12]>>[O:1]=[C:2]1[N:3]([CH2:6][C:7](=[O:9])[NH2:13])[CH2:4][CH2:5]1.